Task: describe an organic reaction: reactants, conditions, products, and yield. Dataset: the Open Reaction Database (ORD), a public repository of structured organic reaction records Reactants: CC#N, CCOCC, CSc1ccccc1C(C)(C)CC(=O)C(F)(F)F, [O-][I+3]([O-])([O-])[O-], [Na+], O, Cl[Ru](Cl)Cl. The product is CC(C)(CC(=O)C(F)(F)F)c1ccccc1S(C)(=O)=O. RXN SMILES: [CH3:26][C:27]#[N:28].[CH3:29][CH2:30][O:31][CH2:32][CH3:33].[F:1][C:2]([C:3]([CH2:4][C:5]([CH3:6])([c:7]1[c:8]([S:13][CH3:14])[cH:9][cH:10][cH:11][cH:12]1)[CH3:15])=[O:16])([F:17])[F:18].[I+3:20]([O-:21])([O-:22])([O-:23])[O-:24].[Na+:25].[OH2:19].[Ru:34]([Cl:35])([Cl:36])[Cl:37]>>[F:1][C:2]([C:3]([CH2:4][C:5]([CH3:6])([c:7]1[c:8]([S:13]([CH3:14])(=[O:19])=[O:21])[cH:9][cH:10][cH:11][cH:12]1)[CH3:15])=[O:16])([F:17])[F:18]. Starting materials: ClCCCCI (1-chloro-4-iodobutane), ( 1 ), C[Si](C)(C)[N-][Si](C)(C)C.[Na+] (NaHMDS), FC1=CC=C(C=C1)CC(=O)O (2-(4-fluorophenyl)acetic acid). The solvent is C1CCOC1 (THF). Reaction conditions: time 20 minute. Yields the product ClCCCCC(C(=O)O)C1=CC=C(C=C1)F (6-chloro-2-(4-fluorophenyl)hexanoic acid). The yield is 84.0%. As a reaction SMILES: C[Si]([N-][Si](C)(C)C)(C)C.[Na+].[F:11][C:12]1[CH:17]=[CH:16][C:15]([CH2:18][C:19]([OH:21])=[O:20])=[CH:14][CH:13]=1.[Cl:22][CH2:23][CH2:24][CH2:25][CH2:26]I>C1COCC1>[Cl:22][CH2:23][CH2:24][CH2:25][CH2:26][CH:18]([C:15]1[CH:14]=[CH:13][C:12]([F:11])=[CH:17][CH:16]=1)[C:19]([OH:21])=[O:20] |f:0.1|. Reported procedure: Step AE (1): NaHMDS (1.0 M in THF, 200 mL, 200 mmol) was added to a stirred solution of 2-(4-fluorophenyl)acetic acid (15.41 g, 100 mmol) in THF (200 mL) at 0° C. The resulting mixture was aged for 20 min at 0° C. and neat 1-chloro-4-iodobutane (21.85 g, 100 mmol) was added. The mixture was allowed to warm to rt. After 16 hr, the reaction was quenched with water (3 mL). The crude mixture was concentrated in vacuo. Aqueous NaOH (1 M, 150 mL) was added to the residue and the resulting mixture was ... Starting materials: CCCCCCCCC=CC(=O)O, ClCCl, [Cl-], [Na+], O=C(O[O-])c1ccccc1. The product is CCCCCCCCC=CC(=O)OOC(=O)c1ccccc1. RXN SMILES: [C:13]([CH:14]=[CH:15][CH2:16][CH2:17][CH2:18][CH2:19][CH2:20][CH2:21][CH2:22][CH3:23])(=[O:24])[OH:25].[CH2:26]([Cl:27])[Cl:28].[Cl-:12].[Na+:11].[cH:1]1[cH:2][cH:3][cH:4][cH:5][c:6]1[C:7](=[O:8])[O:9][O-:10]>>[cH:1]1[cH:2][cH:3][cH:4][cH:5][c:6]1[C:7](=[O:8])[O:9][O:10][C:13]([CH:14]=[CH:15][CH2:16][CH2:17][CH2:18][CH2:19][CH2:20][CH2:21][CH2:22][CH3:23])=[O:24]. Reactants: NC1=C(C=CC=C1)C#CC=1C(=CC(=C(C=O)C1)OC)OC (5-(2-amino-phenylethynyl)-2,4-dimethoxybenzaldehyde). The reagents and catalysts are Cl[Pd]Cl (PdCl2). Solvent: C(C)#N (acetonitrile). Run at time 30 minute. Yields the product N1C(=CC2=CC=CC=C12)C=1C(=CC(=C(C=O)C1)OC)OC (5-(1H-indol-2-yl)-2,4-dimethoxybenzaldehyde). Isolated yield 59.7%. Reaction SMILES: [NH2:1][C:2]1[CH:7]=[CH:6][CH:5]=[CH:4][C:3]=1[C:8]#[C:9][C:10]1[C:11]([O:20][CH3:21])=[CH:12][C:13]([O:18][CH3:19])=[C:14]([CH:17]=1)[CH:15]=[O:16]>C(#N)C.Cl[Pd]Cl>[NH:1]1[C:2]2[C:3](=[CH:4][CH:5]=[CH:6][CH:7]=2)[CH:8]=[C:9]1[C:10]1[C:11]([O:20][CH3:21])=[CH:12][C:13]([O:18][CH3:19])=[C:14]([CH:17]=1)[CH:15]=[O:16]. Reported procedure: A solution of PdCl2 (0.066 g, 0.373 mmol) in 200 ml of acetonitrile was heated to reflux. To this solution was added 5-(2-amino-phenylethynyl)-2,4-dimethoxybenzaldehyde (Ex-35C, 1.4 g, 5 mmol) portion by portion slowly so that no cloudiness of the solution occurred. After the addition, the reaction was kept at reflux for another 10 min. Then the mixture was cooled to room temperature and filtered. The filtrate was treated with 5 g of 3-mercaptopropyl functional silica gel with stirring for 30 mi... Reactants: CCOC(=O)NC(C)Cc1cc(C#N)c2c(c1)CCN2CCCO[Si](C)(C)C(C)(C)C, CC(=O)O, CS(C)=O, [Na+], [OH-], O, OO. Yields the product CCOC(=O)NC(C)Cc1cc2c(c(C(N)=O)c1)N(CCCO[Si](C)(C)C(C)(C)C)CC2. RXN SMILES: [CH2:1]([CH3:2])[O:3][C:4]([NH:5][CH:6]([CH2:7][c:8]1[cH:9][c:10]2[c:14]([c:15]([C:17]#[N:18])[cH:16]1)[N:13]([CH2:19][CH2:20][CH2:21][O:22][Si:23]([CH3:24])([CH3:25])[C:26]([CH3:27])([CH3:28])[CH3:29])[CH2:12][CH2:11]2)[CH3:30])=[O:31].[CH3:36][C:37]([OH:38])=[O:39].[CH3:40][S:41]([CH3:42])=[O:43].[Na+:35].[OH-:34].[OH2:44].[OH:32][OH:33]>>[CH2:1]([CH3:2])[O:3][C:4]([NH:5][CH:6]([CH2:7][c:8]1[cH:9][c:10]2[c:14]([c:15]([C:17]([NH2:18])=[O:38])[cH:16]1)[N:13]([CH2:19][CH2:20][CH2:21][O:22][Si:23]([CH3:24])([CH3:25])[C:26]([CH3:27])([CH3:28])[CH3:29])[CH2:12][CH2:11]2)[CH3:30])=[O:31].